Dataset: the Open Reaction Database (ORD), a public repository of structured organic reaction records. Task: describe an organic reaction: reactants, conditions, products, and yield The reactants are N (ammonia), CS(=O)C (DMSO), CS(=O)(=O)Cl (MSC), CS(=O)(=O)Cl (MSC), d6, CS(=O)(=O)Cl (MSC), N (ammonia), CS(=O)(=O)Cl (MSC). Reaction conditions: temperature 33 celsius. The product is CS(=O)(=O)N.[NH4+] (ammonium methanesulfonamide), ammonium salt, CS(=O)(=O)O (methanesulfonic acid). Reaction SMILES: [NH3:1].[CH3:2][S:3](Cl)(=[O:5])=[O:4].CS(C)=[O:9]>>[CH3:2][S:3]([NH2:1])(=[O:5])=[O:4].[NH4+:1].[CH3:2][S:3]([OH:5])(=[O:9])=[O:4] |f:3.4|. Procedure: A stirred, 1-liter, dry, stainless steel autoclave equipped with a 2ft-stainless steel condenser and addition inlets for ammonia, methanesulfonyl chloride (MSC), water and nitrogen gas was evacuated using a vacuum pump and then charged with 320 grams (18.8 moles) of ammonia. The autoclave was warmed to about 33° C., while the pressure was maintained by a pressure control valve set at 150 psig. The ammonia was refluxed at this pressure. Then the MSC (2.32 g, 2.02 moles) was added over a period of... Reactants: COc1cc(C(=O)O)c([N+](=O)[O-])cc1OCCCN1CCOCC1, O=C(O)C(F)(F)F, CN(C)C=O, O=S(Cl)Cl. The product is COc1cc(C(N)=O)c([N+](=O)[O-])cc1OCCCN1CCOCC1. As a reaction SMILES: [CH3:12][O:13][c:14]1[c:15]([O:26][CH2:27][CH2:28][CH2:29][N:30]2[CH2:31][CH2:32][O:33][CH2:34][CH2:35]2)[cH:16][c:17]([N+:23](=[O:24])[O-:25])[c:18]([C:19](=[O:20])[OH:21])[cH:22]1.[F:5][C:6]([F:7])([F:8])[C:9]([OH:10])=[O:11].[O:36]=[CH:37][N:38]([CH3:39])[CH3:40].[S:1]([Cl:2])([Cl:3])=[O:4]>>[CH3:12][O:13][c:14]1[c:15]([O:26][CH2:27][CH2:28][CH2:29][N:30]2[CH2:31][CH2:32][O:33][CH2:34][CH2:35]2)[cH:16][c:17]([N+:23](=[O:24])[O-:25])[c:18]([C:19](=[O:20])[NH2:38])[cH:22]1. The reactants are C1(=CC=C(C=C1)C#N)C (p-Tolunitrile), C[N-]C.[Li+] (lithium dimethylamide), C1(=CC=CC=C1)C (toluene), Cl[Si](C)(C)C (chlorotrimethylsilane). The solvent is C(C)OCC (diethyl ether). Product: C[Si](N(C(=NC)C1=CC=C(C=C1)C)C)(C)C (N-trimethylsilyl-N,N'-dimethyl-p-toluamidine). Isolated yield 52.0%. As a reaction SMILES: [C:1]1([CH3:9])[CH:6]=[CH:5][C:4]([C:7]#[N:8])=[CH:3][CH:2]=1.C[N-:11][CH3:12].[Li+].[C:14]1(C)C=CC=CC=1.Cl[Si:22]([CH3:25])([CH3:24])[CH3:23]>C(OCC)C>[CH3:23][Si:22]([CH3:25])([CH3:24])[N:8]([CH3:14])[C:7]([C:4]1[CH:5]=[CH:6][C:1]([CH3:9])=[CH:2][CH:3]=1)=[N:11][CH3:12] |f:1.2|. Reported procedure: p-Tolunitrile (35.14 g, 0.30 mol) was contacted with lithium dimethylamide (15.31 g, 0.30 mol) in diethyl ether (250 mL) at room temperature. Replacement of the solvent by toluene, subsequent reaction with chlorotrimethylsilane (38.1 mL, 0.30 mol) and work-up of the reaction mixture afforded N-trimethylsilyl-N,N'-dimethyl-p-toluamidine in 52 percent yield. Fractional high vacuum distillation of this crude product (85° C., 2×10-3Torr) allowed the isolation of the pure product (36-37 g) as a low-m... Starting materials: [OH-].[Na+] (NaOH), N1=C(Cl)N=C(Cl)N=C1Cl (cyanuric chloride), CC#N (CH3CN), C1(=CC=CC=C1)[C@H](CN)C ((2R)-2-phenyl-1-propanamine). Solvent: C1CCOC1 (THF), O (H2O). Conditions: temperature 0 celsius, time 10 minute. Product: ClC1=NC(=NC(=N1)Cl)NC[C@H](C)C1=CC=CC=C1 (4,6-dichloro-N-[(2R)-2-phenylpropyl]-1,3,5-triazin-2-amine). Reaction SMILES: [N:1]1[C:8]([Cl:9])=[N:7][C:5](Cl)=[N:4][C:2]=1[Cl:3].CC#N.[C:13]1([C@@H:19]([CH3:22])[CH2:20][NH2:21])[CH:18]=[CH:17][CH:16]=[CH:15][CH:14]=1.[OH-].[Na+]>C1COCC1.O>[Cl:9][C:8]1[N:1]=[C:2]([Cl:3])[N:4]=[C:5]([NH:21][CH2:20][C@@H:19]([C:13]2[CH:18]=[CH:17][CH:16]=[CH:15][CH:14]=2)[CH3:22])[N:7]=1 |f:3.4|. Procedure: To a suspension of cyanuric chloride (677 mg, 3.67 mmol, 1.00 equiv) in 1:1 CH3CN:H2O (6.1 mL) at 0° C. was added a solution of (2R)-2-phenyl-1-propanamine (0.52 mL, 3.7 mmol, 1.0 equiv) in THF (1.8 mL). The reaction mixture was treated with 1 N NaOH to maintain a pH of 9-10 and stirred for 10 min at 0° C. The resulting suspension was used in the next step without workup or purification. MS (ES+): m/e 282.9 [M+H]+. Reactants: COC(=O)c1cncc(Br)c1, C[Si](C)(C)C=[N+]=[N-], CCOC(C)=O, CO, ClCCl, Cl, [H-], [Na+], O. Product: CCOC(=O)C=C(OC)c1cncc(Br)c1. Reaction SMILES: [Br:1][c:2]1[cH:3][n:4][cH:5][c:6]([C:7](=[O:8])[O:9][CH3:10])[cH:11]1.[CH3:14][Si:15]([CH:16]=[N+:17]=[N-:18])([CH3:19])[CH3:20].[CH3:22][CH2:23][O:24][C:25]([CH3:26])=[O:27].[CH3:32][OH:33].[Cl:28][CH2:29][Cl:30].[ClH:21].[H-:13].[Na+:12].[OH2:31]>>[Br:1][c:2]1[cH:3][n:4][cH:5][c:6]([C:7]([O:9][CH3:10])=[CH:26][C:25]([O:24][CH2:23][CH3:22])=[O:27])[cH:11]1.